This data is from the Open Reaction Database (ORD), a public repository of structured organic reaction records. The task is: describe an organic reaction: reactants, conditions, products, and yield Reactants: C1CCOC1, C1COCCN1, CCOC(=O)N=C=S. Yields the product CCOC(=O)NC(=S)N1CCOCC1. As a reaction SMILES: [CH2:15]1[O:16][CH2:17][CH2:18][CH2:19]1.[CH2:9]1[CH2:10][O:11][CH2:12][CH2:13][NH:14]1.[N:1](=[C:2]=[S:3])[C:4](=[O:5])[O:6][CH2:7][CH3:8]>>[NH:1]([C:2](=[S:3])[N:14]1[CH2:9][CH2:10][O:11][CH2:12][CH2:13]1)[C:4](=[O:5])[O:6][CH2:7][CH3:8].